This data is from the Open Reaction Database (ORD), a public repository of structured organic reaction records. The task is: describe an organic reaction: reactants, conditions, products, and yield The reactants are tetrakis (triphenylphosphine)palladium(0), dichloro(1,1-bis(diphenylphosphino)ferrocene)palladium (II), C(=O)([O-])[O-].[Cs+].[Cs+] (Cs2CO3), BrC1=CC(=CC=2N=C(SC21)NC(=O)NCC)C=2C=NC(=NC2)N2CCC(CC2)(C(=O)OCC)C (ethyl 1-(5-(7-bromo-2-(3-ethylureido)benzothiazol-5-yl)pyrimidin-2-yl)-4-methylpiperidine-4-carboxylate), BrC1=CC(=CC=2N=C(SC21)NC(=O)NCC)C=2C=NC(=NC2)N2CCC(CC2)(C(=O)OCC)C (ethyl 1-(5-(7-bromo-2-(3-ethylureido)benzothiazol-5-yl)pyrimidin-2-yl)-4-methylpiperidine-4-carboxylate), B1(OCC(CO1)(C)C)B2OCC(CO2)(C)C (bis(neopentylglycolato)diboron), C(C)(=O)[O-].[K+] (potassium acetate), ClC1=NC=CC(=C1)C (2-chloro-4-methylpyridine). Solvent: CS(=O)C (DMSO). Conditions: temperature 80 celsius. Yields the product C(C)NC(=O)NC=1SC2=C(N1)C=C(C=C2C2=NC=CC(=C2)C)C=2C=NC(=NC2)N2CCC(CC2)(C(=O)OCC)C (Ethyl 1-[5-[2-(ethylcarbamoylamino)-7-(4-methyl-2-pyridyl)-1,3-benzothiazol-5-yl]pyrimidin-2-yl]-4-methyl-piperidine-4-carboxylate). Isolated yield 3.1%. Reaction SMILES: Br[C:2]1[C:10]2[S:9][C:8]([NH:11][C:12]([NH:14][CH2:15][CH3:16])=[O:13])=[N:7][C:6]=2[CH:5]=[C:4]([C:17]2[CH:18]=[N:19][C:20]([N:23]3[CH2:28][CH2:27][C:26]([CH3:34])([C:29]([O:31][CH2:32][CH3:33])=[O:30])[CH2:25][CH2:24]3)=[N:21][CH:22]=2)[CH:3]=1.B1(B2OCC(C)(C)CO2)OCC(C)(C)CO1.C([O-])(=O)C.[K+].Cl[C:57]1[CH:62]=[C:61]([CH3:63])[CH:60]=[CH:59][N:58]=1.C([O-])([O-])=O.[Cs+].[Cs+]>CS(C)=O>[CH2:15]([NH:14][C:12]([NH:11][C:8]1[S:9][C:10]2[C:2]([C:57]3[CH:62]=[C:61]([CH3:63])[CH:60]=[CH:59][N:58]=3)=[CH:3][C:4]([C:17]3[CH:22]=[N:21][C:20]([N:23]4[CH2:24][CH2:25][C:26]([CH3:34])([C:29]([O:31][CH2:32][CH3:33])=[O:30])[CH2:27][CH2:28]4)=[N:19][CH:18]=3)=[CH:5][C:6]=2[N:7]=1)=[O:13])[CH3:16] |f:2.3,5.6.7|. Reported procedure: To a solution of ethyl 1-(5-(7-bromo-2-(3-ethylureido)benzothiazol-5-yl)pyrimidin-2-yl)-4-methylpiperidine-4-carboxylate (Intermediate 4) (0.5 g, 0.91 mmol) in DMSO (5 mL) was added bis(neopentylglycolato)diboron (0.41 g, 1.82 mmol) and potassium acetate (0.18 g, 1.82 mmol). The reaction was degassed by purging N2 for 15 min followed by addition of dichloro(1,1-bis(diphenylphosphino)ferrocene)palladium (II) (0.07 g, 0.091 mmol) and again degassed for 10-15 min then heated up to 80° C. for 2 h. A... The reagents and catalysts are [O-2].[O-2].[Mn+4] (manganese dioxide). Conditions: temperature 0 celsius, time 5 hour. Starting materials: Cl (hydrochloric acid), FC(C(=O)O)(F)F (trifluoroacetic acid), N1C(=CC=2C=NC=CC21)C=O (1H-pyrrolo[3,2-c]pyridine-2-carboxaldehyde), [C-]#N.[Na+] (sodium cyanide), N1C(=CC=2C=NC=CC21)C=O (1H-pyrrolo[3,2-c]pyridine-2-carboxaldehyde), CC(C)(C)OC(=O)N1C(=CC=2C=NC=CC21)C=O (2-formyl-1H-pyrrolo[3,2-c]pyridine-1-carboxylic acid 1,1-dimethylethyl ester), N1C(=CC=2C=NC=CC21)C=O (1H-pyrrolo[3,2-c]pyridine-2-carboxaldehyde). As a reaction SMILES: Cl.N1C2C=CN=CC=2C=C1[CH:11]=[O:12].CC(OC([N:20]1[C:28]2[CH:27]=[CH:26][N:25]=[CH:24][C:23]=2[CH:22]=[C:21]1[CH:29]=[O:30])=O)(C)C.FC(F)(F)C(O)=O.[C-]#N.[Na+]>[O-2].[O-2].[Mn+4].CO.ClCCl>[CH3:11][O:12][C:29]([C:21]1[NH:20][C:28]2[CH:27]=[CH:26][N:25]=[CH:24][C:23]=2[CH:22]=1)=[O:30] |f:4.5,6.7.8|. Procedure details: Scheme 3 discloses a synthesis of 1H-pyrrolo[3,2-c]pyridine-2-carboxylic acid methyl ester 5b-1. In Scheme 3, step h, a mixture of (3-iodo-pyridin-4-yl)carbamic acid 1,1-dimethylethyl ester (7b-1), 3,3-diethoxy-1-propyne, a base such as for example triethylamine or Hunig's base (N,N-diisopropylethylamine), dichlorobis(triphenylphospine)palladium(II) and copper iodide is heated in a suitable solvent such as for example dry DMF under an inert atmosphere at about 90° C. for about three hours. The r... Run in ClCCl (dichloromethane), CO (methanol). Yields the product COC(=O)C1=CC=2C=NC=CC2N1 (1H-pyrrolo[3,2-c]pyridine-2-carboxylic acid methyl ester).